From a dataset of the Open Reaction Database (ORD), a public repository of structured organic reaction records. describe an organic reaction: reactants, conditions, products, and yield The reactants are BrC(C(=O)C1=C(C=C(C=C1)F)F)C (2-Bromo-2',4'-difluoropropiophenone), C(=O)[O-].[Na+] (sodium formate). Run in CO (methanol). Conditions: temperature 50 celsius, time 2 day. Product: FC1=C(C=CC(=C1)F)C(C(C)O)=O (2',4'-difluoro-2-hydroxypropiophenone). Yield: 47.9%. RXN SMILES: Br[CH:2]([CH3:13])[C:3]([C:5]1[CH:10]=[CH:9][C:8]([F:11])=[CH:7][C:6]=1[F:12])=[O:4].C([O-])=[O:15].[Na+]>CO>[F:12][C:6]1[CH:7]=[C:8]([F:11])[CH:9]=[CH:10][C:5]=1[C:3](=[O:4])[CH:2]([OH:15])[CH3:13] |f:1.2|. Reported procedure: 2-Bromo-2',4'-difluoropropiophenone (141 g) was dissolved in methanol (1100 ml), to which was added sodium formate (176.2 g), and the mixture was stirred for 2 days at 50° C. Methanol was distilled off under reduced pressure. The residue was subjected to extraction by the addition of ethyl acetate (700 ml) and water (500 ml). The ethyl acetate layer was dried over magnesium sulfate, then the solvent was distilled off under reduced pressure. The residue was crystallized from hexane (200 ml) to af... Starting materials: C(C)(C)N(C)C=1C=C(C(C=O)=CC1)O (4-(N-isopropyl-N-methylamino)salicylaldehyde), NCC(C)(C)N (1,2-diamino-2-methylpropane). The product is C(C)(C)N(C)C=1C=C(C(C=NCC(C)(N=CC=2C(O)=CC(=CC2)N(C(C)C)C)C)=CC1)O (N,N′-Bis[4-(N-isopropyl-N-methylamino)salicylidene]-2-methylpropane-1,2-diamine). As a reaction SMILES: [CH:1]([N:4]([C:6]1[CH:7]=[C:8]([OH:14])[C:9](=[CH:12][CH:13]=1)[CH:10]=O)[CH3:5])([CH3:3])[CH3:2].[NH2:15][CH2:16][C:17]([NH2:20])([CH3:19])[CH3:18]>>[CH:1]([N:4]([C:6]1[CH:7]=[C:8]([OH:14])[C:9](=[CH:12][CH:13]=1)[CH:10]=[N:15][CH2:16][C:17]([CH3:19])([N:20]=[CH:10][C:9]1[C:8](=[CH:7][C:6]([N:4]([CH3:5])[CH:1]([CH3:2])[CH3:3])=[CH:13][CH:12]=1)[OH:14])[CH3:18])[CH3:5])([CH3:3])[CH3:2]. Reported procedure: Synthesis and working up are carried out as in Example 9, starting from 500 mg (2.59 mmol) of 4-(N-isopropyl-N-methylamino)salicylaldehyde and 109 mg (1.23 mmol) of 1,2-diamino-2-methylpropane. The reactants are CC(C)([O-])C.[K+] (Potassium t-butoxide), [N+](=O)([O-])C1CCC(NC1C1=CC=CC=C1)=O (5-nitro-2-oxo-6-phenylpiperidine). The solvent is ClCCl (dichloromethane), CO (methanol). Run at temperature -78 celsius. Product: O=C1C(NC(CC1)=O)C1=CC=CC=C1 (3,6-diketo-2-phenylpiperidine). As a reaction SMILES: CC(C)([O-:4])C.[K+].[N+]([CH:10]1[CH:15]([C:16]2[CH:21]=[CH:20][CH:19]=[CH:18][CH:17]=2)[NH:14][C:13](=[O:22])[CH2:12][CH2:11]1)([O-])=O>ClCCl.CO>[O:4]=[C:10]1[CH2:11][CH2:12][C:13](=[O:22])[NH:14][CH:15]1[C:16]1[CH:21]=[CH:20][CH:19]=[CH:18][CH:17]=1 |f:0.1|. Reported procedure: Potassium t-butoxide (1.68 g, 15 mmol) was added to a solution of 5-nitro-2-oxo-6-phenylpiperidine (3 g, 13.6 mmol; Example 2a) in a mixture of dichloromethane (50 ml) and methanol (50 ml) and the mixture was cooled to -78° C. under nitrogen. Ozone was bubbled through the solution for 3 h. A yellow-green solution resulted, and TLC indicated no starting material remained. The reaction mixture was purged with oxygen for 5 min to remove excess ozone, then dimethylsulfide (7 ml) was added and the re... Reactants: COc1cc(C(=O)Cl)cc(OC)c1OC, OCCC1(c2cccc(C(F)(F)F)c2)CCNC1. Yields the product COc1cc(C(=O)N2CCC(CCO)(c3cccc(C(F)(F)F)c3)C2)cc(OC)c1OC. As a reaction SMILES: [CH3:19][O:20][c:21]1[cH:22][c:23]([C:24](=[O:25])[Cl:26])[cH:27][c:28]([O:32][CH3:33])[c:29]1[O:30][CH3:31].[F:1][C:2]([c:3]1[cH:4][c:5]([C:9]2([CH2:14][CH2:15][OH:16])[CH2:10][NH:11][CH2:12][CH2:13]2)[cH:6][cH:7][cH:8]1)([F:17])[F:18]>>[F:1][C:2]([c:3]1[cH:4][c:5]([C:9]2([CH2:14][CH2:15][OH:16])[CH2:10][N:11]([C:24]([c:23]3[cH:22][c:21]([O:20][CH3:19])[c:29]([O:30][CH3:31])[c:28]([O:32][CH3:33])[cH:27]3)=[O:25])[CH2:12][CH2:13]2)[cH:6][cH:7][cH:8]1)([F:17])[F:18]. Starting materials: CCN1CCN(Cc2ccc(N)cc2C(F)(F)F)CC1, CO, ClCCl, Cc1cc(-n2cnc3cccnc32)ccc1CC(=O)O. Yields the product CCN1CCN(Cc2ccc(NC(=O)Cc3ccc(-n4cnc5cccnc54)cc3C)cc2C(F)(F)F)CC1. As a reaction SMILES: [CH2:21]([CH3:22])[N:23]1[CH2:24][CH2:25][N:26]([CH2:29][c:30]2[c:31]([C:37]([F:38])([F:39])[F:40])[cH:32][c:33]([NH2:36])[cH:34][cH:35]2)[CH2:27][CH2:28]1.[CH3:44][OH:45].[Cl:41][CH2:42][Cl:43].[n:1]1[cH:2][n:3](-[c:10]2[cH:11][c:12]([CH3:20])[c:13]([CH2:16][C:17](=[O:18])[OH:19])[cH:14][cH:15]2)[c:4]2[n:5][cH:6][cH:7][cH:8][c:9]12>>[n:1]1[cH:2][n:3](-[c:10]2[cH:11][c:12]([CH3:20])[c:13]([CH2:16][C:17](=[O:19])[NH:36][c:33]3[cH:32][c:31]([C:37]([F:38])([F:39])[F:40])[c:30]([CH2:29][N:26]4[CH2:25][CH2:24][N:23]([CH2:21][CH3:22])[CH2:28][CH2:27]4)[cH:35][cH:34]3)[cH:14][cH:15]2)[c:4]2[n:5][cH:6][cH:7][cH:8][c:9]12. RXN SMILES: [C:10]([CH3:11])(=[O:12])[NH:13][c:14]1[cH:15][c:16]2[c:17]([n:18]3[c:19]([n:20]2)[CH2:21][CH2:22][CH2:23]3)[cH:24][c:25]1[CH3:26].[C:27](=[O:28])([OH:29])[O-:30].[CH:32]([Cl:33])([Cl:34])[Cl:35].[Na+:31].[OH:1][N+:2]([O-:3])=[O:4].[S:5](=[O:6])(=[O:7])([OH:8])[OH:9]>>[O-:1][N+:2](=[O:4])[c:15]1[c:14]([NH:13][C:10]([CH3:11])=[O:12])[c:25]([CH3:26])[cH:24][c:17]2[c:16]1[n:20][c:19]1[n:18]2[CH2:23][CH2:22][CH2:21]1. Starting materials: CC(=O)Nc1cc2nc3n(c2cc1C)CCC3, O=C([O-])O, ClC(Cl)Cl, [Na+], O=[N+]([O-])O, O=S(=O)(O)O. The product is CC(=O)Nc1c(C)cc2c(nc3n2CCC3)c1[N+](=O)[O-]. Starting materials: Cc1cc(C)cc(B(O)O)c1 (effective_coupling_partner), CC(C)(C)C(=O)Oc2c1ccccc1cc3ccccc23 (substrate). Reagents/catalysts: PCy3. Reaction conditions: temperature 120 celsius, time 12 hour. The product is Cc4cc(C)cc(c2c1ccccc1cc3ccccc23)c4.